This data is from the Open Reaction Database (ORD), a public repository of structured organic reaction records. The task is: describe an organic reaction: reactants, conditions, products, and yield Reactants: NC=1SC(=C(N1)C)SC1=NC=CC=C1 (2-amino-4-methyl-5-(2-pyridylthio)thiazole), ClC1=CC(=CC=C1)C(=O)OO (3-chloroperbenzoic acid). Run in C(Cl)(Cl)Cl (chloroform), ClCCl (dichloromethane). Conditions: temperature 5 celsius, time 3.5 hour. Product: NC=1SC(=C(N1)C)S(=O)C1=NC=CC=C1 (2-amino-4-methyl-5-(2-pyridylsulfinyl)thiazole). Yield: 52.1%. RXN SMILES: [NH2:1][C:2]1[S:3][C:4]([S:8][C:9]2[CH:14]=[CH:13][CH:12]=[CH:11][N:10]=2)=[C:5]([CH3:7])[N:6]=1.ClC1C=CC=C(C(OO)=[O:23])C=1>C(Cl)(Cl)Cl.ClCCl>[NH2:1][C:2]1[S:3][C:4]([S:8]([C:9]2[CH:14]=[CH:13][CH:12]=[CH:11][N:10]=2)=[O:23])=[C:5]([CH3:7])[N:6]=1. Reported procedure: A mixture of 2-amino-4-methyl-5-(2-pyridylthio)thiazole (1.7 g) and 3-chloroperbenzoic acid (1.8 g) in a mixture of chloroform (20 ml) and dichloromethane (50 ml) was stirred at 5° C. for 3.5 hours. The reaction mixture was washed with aqueous sodium bicarbonate and dried over magnesium sulfate. The solvent was concentrated under reduced pressure to give solid. The solid was subjected to column chromatography on silica gel (silica gel 60, 70-230 mesh; Merck: 100 g) and eluted with a mixture of c... The reactants are O (Water), C[Mg]Br (Methylmagnesium bromide), ClC1=NC=NC(=C1C=O)Cl (4,6-dichloro-pyrimidine-5-carbaldehyde), ClC1=NC=NC(=C1C=O)Cl (4,6-dichloro-pyrimidine-5-carbaldehyde). The solvent is O1CCCC1 (tetrahydrofuran). Run at temperature 0 celsius, time 10 minute. Product: ClC1=NC=NC(=C1C(C)O)Cl (1-(4,6-dichloro-pyrimidin-5-yl)-ethanol). The yield is 99.9%. As a reaction SMILES: [CH3:1][Mg]Br.[Cl:4][C:5]1[C:10]([CH:11]=[O:12])=[C:9]([Cl:13])[N:8]=[CH:7][N:6]=1.O>O1CCCC1>[Cl:4][C:5]1[C:10]([CH:11]([OH:12])[CH3:1])=[C:9]([Cl:13])[N:8]=[CH:7][N:6]=1. Procedure: Methylmagnesium bromide solution (1.4 M in toluene/tetrahydrofuran (75:25); 2.4 mL, 3.4 mmol) was added to a solution of 4,6-dichloro-pyrimidine-5-carbaldehyde (Intermediate 16; 500 mg, 2.8 mmol) in tetrahydrofuran at 0° C. under nitrogen. The reaction mixture was stirred at 0° C. for 10 min and then at room temperature for 30 min. Water was added and the mixture was extracted with ethyl acetate (3×25 mL). The organic layers were washed with water and brine, dried (sodium sulfate), filtered, and... Reactants: OC=1C=C(C=O)C=CC1OC (3-hydroxy-4-methoxy-benzaldehyde), C1(CCCC1)CBr (cyclopentylmethyl bromide), C([O-])([O-])=O.[K+].[K+] (potassium carbonate). Run in CN(C=O)C (dimethylformamide). Conditions: temperature 60 celsius. Product: C1(CCCC1)COC=1C=C(C=O)C=CC1OC (3-cyclopentylmethoxy-4-methoxybenzaldehyde). Yield: 73.5%. RXN SMILES: [OH:1][C:2]1[CH:3]=[C:4]([CH:7]=[CH:8][C:9]=1[O:10][CH3:11])[CH:5]=[O:6].[CH:12]1([CH2:17]Br)[CH2:16][CH2:15][CH2:14][CH2:13]1.C(=O)([O-])[O-].[K+].[K+]>CN(C)C=O>[CH:12]1([CH2:17][O:1][C:2]2[CH:3]=[C:4]([CH:7]=[CH:8][C:9]=2[O:10][CH3:11])[CH:5]=[O:6])[CH2:16][CH2:15][CH2:14][CH2:13]1 |f:2.3.4|. Reported procedure: A stirred solution of 3-hydroxy-4-methoxy-benzaldehyde (5.74 g) in dry dimethylformamide (50 mL) is treated with cyclopentylmethyl bromide (7.34 g) and potassium carbonate (15 g), and the solution is heated at 60° C. for 24 hours. After cooling and filtration, the solution is evaporated to low bulk and dissolved in ethyl acetate (100 mL). The organic solution is washed with aqueous sodium hydroxide solution (4×50 mL; 2 N) and water (2×50 mL), dried over magnesium sulfate, and evaporated to give ... Reaction SMILES: [CH2:47]1[O:48][CH2:49][CH2:50][CH2:51]1.[CH3:1][O:2][C:3]([CH:4]([NH:5][C:6](=[O:7])[C:8]1([CH2:13][CH2:14][O:15][CH3:16])[CH2:9][CH2:10][CH2:11][CH2:12]1)[CH2:17][c:18]1[cH:19][cH:20][c:21](-[c:24]2[c:25](=[O:38])[n:26]([CH2:31][c:32]3[cH:33][cH:34][cH:35][cH:36][cH:37]3)[cH:27][c:28]([Cl:30])[cH:29]2)[cH:22][cH:23]1)=[O:39].[CH3:43][C:44](=[O:45])[OH:46].[Li+:42].[OH-:41].[OH2:40].[OH2:52]>>[O:2]=[C:3]([CH:4]([NH:5][C:6](=[O:7])[C:8]1([CH2:13][CH2:14][O:15][CH3:16])[CH2:9][CH2:10][CH2:11][CH2:12]1)[CH2:17][c:18]1[cH:19][cH:20][c:21](-[c:24]2[c:25](=[O:38])[n:26]([CH2:31][c:32]3[cH:33][cH:34][cH:35][cH:36][cH:37]3)[cH:27][c:28]([Cl:30])[cH:29]2)[cH:22][cH:23]1)[OH:39]. Product: COCCC1(C(=O)NC(Cc2ccc(-c3cc(Cl)cn(Cc4ccccc4)c3=O)cc2)C(=O)O)CCCC1. Starting materials: C1CCOC1, COCCC1(C(=O)NC(Cc2ccc(-c3cc(Cl)cn(Cc4ccccc4)c3=O)cc2)C(=O)OC)CCCC1, CC(=O)O, [Li+], [OH-], O, O. As a reaction SMILES: Cl.[NH2:2][C@H:3]1[CH2:7][CH2:6][CH2:5][C@@H:4]1[NH:8][C:9](=[O:22])[C:10]1[CH:15]=[C:14]([Cl:16])[CH:13]=[CH:12][C:11]=1[N:17]1[N:21]=[CH:20][CH:19]=[N:18]1.Br[C:24]1[CH:29]=[CH:28][C:27]([O:30][C:31]([F:34])([F:33])[F:32])=[CH:26][N:25]=1.CC(C)([O-])C.[K+].C1C=CC(P(C2C(C3C(P(C4C=CC=CC=4)C4C=CC=CC=4)=CC=C4C=3C=CC=C4)=C3C(C=CC=C3)=CC=2)C2C=CC=CC=2)=CC=1>C1(C)C=CC=CC=1.O.C1C=CC(/C=C/C(/C=C/C2C=CC=CC=2)=O)=CC=1.C1C=CC(/C=C/C(/C=C/C2C=CC=CC=2)=O)=CC=1.C1C=CC(/C=C/C(/C=C/C2C=CC=CC=2)=O)=CC=1.[Pd].[Pd]>[Cl:16][C:14]1[CH:13]=[CH:12][C:11]([N:17]2[N:18]=[CH:19][CH:20]=[N:21]2)=[C:10]([CH:15]=1)[C:9]([NH:8][C@H:4]1[CH2:5][CH2:6][CH2:7][C@@H:3]1[NH:2][C:24]1[CH:29]=[CH:28][C:27]([O:30][C:31]([F:32])([F:34])[F:33])=[CH:26][N:25]=1)=[O:22] |f:0.1,3.4,8.9.10.11.12|. Run at temperature 120 celsius. The product is ClC=1C=CC(=C(C(=O)N[C@@H]2[C@H](CCC2)NC2=NC=C(C=C2)OC(F)(F)F)C1)N1N=CC=N1 (5-Chloro-2-(2H-1,2,3-triazol-2-yl)-N-[(1S,2S)-2-{[5-(trifluoromethoxy)pyridin-2-yl]amino}cyclopentyl]benzamide). The solvent is C1(=CC=CC=C1)C (toluene), O (water). Procedure: A solution of N-[(1S,2S)-2-aminocyclopentyl]-5-chloro-2-(2H-1,2,3-triazol-2-yl)benzamide hydrochloride (Intermediate 31; 120 mg, 0.35 mmol), 2-bromo-5-(trifluoromethoxy)pyridine (CAS number 888327-36-4; 127 mg, 0.53 mmol) and potassium tert-butoxide (118 mg, 1.05 mmol) in toluene (10 ml) was degassed under a nitrogen atmosphere for 15 minutes. To this was then added BINAP (22 mg, 0.035 mmol) and tris(dibenzylideneacetone)dipalladium(0) (32 mg, 0.035 mmol) and the reaction mixture was again degas... Reagents/catalysts: C=1C=CC(=CC1)/C=C/C(=O)/C=C/C2=CC=CC=C2.C=1C=CC(=CC1)/C=C/C(=O)/C=C/C2=CC=CC=C2.C=1C=CC(=CC1)/C=C/C(=O)/C=C/C2=CC=CC=C2.[Pd].[Pd] (tris(dibenzylideneacetone)dipalladium(0)). Starting materials: Cl.N[C@@H]1[C@H](CCC1)NC(C1=C(C=CC(=C1)Cl)N1N=CC=N1)=O (N-[(1S,2S)-2-aminocyclopentyl]-5-chloro-2-(2H-1,2,3-triazol-2-yl)benzamide hydrochloride), Cl.N[C@@H]1[C@H](CCC1)NC(C1=C(C=CC(=C1)Cl)N1N=CC=N1)=O (N-[(1S,2S)-2-aminocyclopentyl]-5-chloro-2-(2H-1,2,3-triazol-2-yl)benzamide hydrochloride), BrC1=NC=C(C=C1)OC(F)(F)F (2-bromo-5-(trifluoromethoxy)pyridine), CC(C)([O-])C.[K+] (potassium tert-butoxide), C=1C=CC(=CC1)P(C=2C=CC=CC2)C3=CC=C4C=CC=CC4=C3C5=C6C=CC=CC6=CC=C5P(C=7C=CC=CC7)C=8C=CC=CC8 (BINAP). Starting materials: N(=O)[O-].[Na+] (Sodium nitrite), diazonium, C(#N)C1=NC(=CC=C1N)Cl (2-cyano-6-chloro-3-pyridinylamine), Cl (hydrochloric acid), NC1=CC=CC=C1 (aniline). Run in O (water), C(C)O (ethanol), ice-salt. Conditions: time 20 minute. Yields the product C1(=CC=CC=C1)N=NNC=1C(=NC(=CC1)Cl)C#N (1-phenyl-3-(2-cyano-6-chloro-3-pyridyl)triazene). The yield is 45.0%. RXN SMILES: [C:1]([C:3]1[C:8]([NH2:9])=[CH:7][CH:6]=[C:5]([Cl:10])[N:4]=1)#[N:2].Cl.[N:12]([O-])=O.[Na+].[NH2:16][C:17]1[CH:22]=[CH:21][CH:20]=[CH:19][CH:18]=1>O.C(O)C>[C:17]1([N:16]=[N:12][NH:9][C:8]2[C:3]([C:1]#[N:2])=[N:4][C:5]([Cl:10])=[CH:6][CH:7]=2)[CH:22]=[CH:21][CH:20]=[CH:19][CH:18]=1 |f:2.3|. Reported procedure: 2-cyano-6-chloro-3-pyridinylamine (0.153 g, 1 mmol) was added into 3 mL of hydrochloric acid (10 mol/L), and then cooled to 0° C. in ice-salt bath. Sodium nitrite (0.072 g) dissolved in water (1.0 mL) was added to the solution dropwise under stirring for 20 min. The diazonium solution was neutralized with 0.093 g of aniline (1.0 mmol) dissolved in anhydrous ethanol to pH 5-6 and stirred for 2 h at 0-5° C. The solution was kept overnight, filtered, and washed with water till colorless to yield th...